The task is: describe an organic reaction: reactants, conditions, products, and yield. This data is from the Open Reaction Database (ORD), a public repository of structured organic reaction records. The reactants are CN(C)C=O, COCOC(C)c1ccc(CCO)nc1, O=[N+]([O-])c1ccc(F)cc1, [H-], [Na+], O. Yields the product COCOC(C)c1ccc(CCOc2ccc([N+](=O)[O-])cc2)nc1. As a reaction SMILES: [CH3:29][N:30]([CH3:31])[CH:32]=[O:33].[CH3:3][O:4][CH2:5][O:6][CH:7]([CH3:8])[c:9]1[cH:10][cH:11][c:12]([CH2:15][CH2:16][OH:17])[n:13][cH:14]1.[F:18][c:19]1[cH:20][cH:21][c:22]([N+:25](=[O:26])[O-:27])[cH:23][cH:24]1.[H-:1].[Na+:2].[OH2:28]>>[CH3:3][O:4][CH2:5][O:6][CH:7]([CH3:8])[c:9]1[cH:10][cH:11][c:12]([CH2:15][CH2:16][O:17][c:19]2[cH:20][cH:21][c:22]([N+:25](=[O:26])[O-:27])[cH:23][cH:24]2)[n:13][cH:14]1. The solvent is ClCCl (dichloromethane), ClCCl (dichloromethane). As a reaction SMILES: [F:1][C:2]([F:34])([F:33])[C:3]1[CH:4]=[C:5]([CH:26]=[C:27]([C:29]([F:32])([F:31])[F:30])[CH:28]=1)[CH2:6][NH:7][C@H:8]1[C:17]2[C:12](=[C:13]([Br:22])[CH:14]=[C:15]([C:18]([F:21])([F:20])[F:19])[CH:16]=2)[NH:11][C@@H:10]([CH:23]2[CH2:25][CH2:24]2)[CH2:9]1.N1C=CC=CC=1.Cl[C:42]([O:44][CH3:45])=[O:43]>ClCCl>[F:34][C:2]([F:1])([F:33])[C:3]1[CH:4]=[C:5]([CH:26]=[C:27]([C:29]([F:30])([F:31])[F:32])[CH:28]=1)[CH2:6][N:7]([C:42]([O:44][CH3:45])=[O:43])[C@H:8]1[C:17]2[C:12](=[C:13]([Br:22])[CH:14]=[C:15]([C:18]([F:21])([F:20])[F:19])[CH:16]=2)[NH:11][C@@H:10]([CH:23]2[CH2:25][CH2:24]2)[CH2:9]1. Starting materials: FC(C=1C=C(CN[C@@H]2C[C@@H](NC3=C(C=C(C=C23)C(F)(F)F)Br)C2CC2)C=C(C1)C(F)(F)F)(F)F (cis-4-[(3,5-Bis-trifluoromethyl-benzyl)-amino]-8-bromo-2-cyclopropyl-6-trifluoromethyl-3,4-dihydro-2H-quinoline), N1=CC=CC=C1 (pyridine), ClC(=O)OC (Methyl chloroformate). Reported procedure: cis-4-[(3,5-bis-trifluoromethyl-benzyl)-amino]-8-bromo-2-cyclopropyl-6-trifluoromethyl-3,4-dihydro-2H-quinoline (Example 100B) (420 mg, 0.75 mmol) and pyridine (148 mg, 1.88 mmol) were dissolved in anhydrous dichloromethane (15 mL) and cooled to 0° C. Methyl chloroformate (142 mg, 1.5 mmol) was added over 1 min. The reaction was stirred at 0° C. for 1 h, then at room temperature for 24 h. The reaction mixture was then diluted with 50 mL of dichloromethane, and washed twice with 1N HCl. The organ... Yield: 86.1%. Conditions: temperature 0 celsius, time 1 hour. Product: FC(C=1C=C(CN([C@@H]2C[C@@H](NC3=C(C=C(C=C23)C(F)(F)F)Br)C2CC2)C(=O)OC)C=C(C1)C(F)(F)F)(F)F (cis-4-[(3,5-Bis-trifluoromethyl-benzyl)-methoxycarbonyl-amino]-8-bromo-2-cyclopropyl-6-trifluoromethyl-3,4-dihydro-2H-quinoline). Starting materials: O=C(CC1=CC=C(C=C1)S(=O)(=O)N)C (4-(2-oxo-propyl)-benzenesulfonamide), CN (methylamine). Yields the product CNS(=O)(=O)C1=CC=C(C=C1)CC(C)=O (N-Methyl-4-(2-oxo-propyl)-benzenesulfonamide). Reaction SMILES: [O:1]=[C:2]([CH3:14])[CH2:3][C:4]1[CH:9]=[CH:8][C:7]([S:10]([NH2:13])(=[O:12])=[O:11])=[CH:6][CH:5]=1.[CH3:15]N>>[CH3:15][NH:13][S:10]([C:7]1[CH:6]=[CH:5][C:4]([CH2:3][C:2](=[O:1])[CH3:14])=[CH:9][CH:8]=1)(=[O:11])=[O:12]. Procedure: 4-(2-Oxo-propyl)-benzenesulfonyl chloride (prepared as described in European patent specification EP 91749 A2) (0.087 g, 4.1 mmol) was treated with methylamine to give the title compound. As a reaction SMILES: [Br:1][c:2]1[cH:3][cH:4][c:5]([O:8][CH2:9][C:10](=[O:11])[N:12]2[CH2:13][CH2:14][CH2:15][CH2:16][CH2:17]2)[n:6][n:7]1.[CH3:34][O:35][CH2:36][CH2:37][O:38][CH3:39].[F:18][c:19]1[cH:20][cH:21][c:22]([B:25]([OH:26])[OH:27])[cH:23][cH:24]1.[Na+:28].[Na+:29].[O-:30][C:31](=[O:32])[O-:33].[cH:40]1[cH:41][cH:42][c:43]([P:44]([Pd:45]([P:46]([c:47]2[cH:48][cH:49][cH:50][cH:51][cH:52]2)([c:53]2[cH:54][cH:55][cH:56][cH:57][cH:58]2)[c:59]2[cH:60][cH:61][cH:62][cH:63][cH:64]2)([P:65]([c:66]2[cH:67][cH:68][cH:69][cH:70][cH:71]2)([c:72]2[cH:73][cH:74][cH:75][cH:76][cH:77]2)[c:78]2[cH:79][cH:80][cH:81][cH:82][cH:83]2)[P:84]([c:85]2[cH:86][cH:87][cH:88][cH:89][cH:90]2)([c:91]2[cH:92][cH:93][cH:94][cH:95][cH:96]2)[c:97]2[cH:98][cH:99][cH:100][cH:101][cH:102]2)([c:103]2[cH:104][cH:105][cH:106][cH:107][cH:108]2)[c:109]2[cH:110][cH:111][cH:112][cH:113][cH:114]2)[cH:115][cH:116]1>>[c:2]1(-[c:22]2[cH:21][cH:20][c:19]([F:18])[cH:24][cH:23]2)[cH:3][cH:4][c:5]([O:8][CH2:9][C:10](=[O:11])[N:12]2[CH2:13][CH2:14][CH2:15][CH2:16][CH2:17]2)[n:6][n:7]1. Product: O=C(COc1ccc(-c2ccc(F)cc2)nn1)N1CCCCC1. Reactants: O=C(COc1ccc(Br)nn1)N1CCCCC1, COCCOC, OB(O)c1ccc(F)cc1, [Na+], [Na+], O=C([O-])[O-], c1ccc(P(c2ccccc2)(c2ccccc2)[Pd](P(c2ccccc2)(c2ccccc2)c2ccccc2)(P(c2ccccc2)(c2ccccc2)c2ccccc2)P(c2ccccc2)(c2ccccc2)c2ccccc2)cc1. Reactants: C1CNCCN1, CNn1cc(C(=O)O)c(=O)c2cc3cc(F)c(Cl)cc3nc21, c1ccncc1. Yields the product CNn1cc(C(=O)O)c(=O)c2cc3cc(F)c(N4CCNCC4)cc3nc21. RXN SMILES: [CH2:23]1[CH2:24][NH:25][CH2:26][CH2:27][NH:28]1.[Cl:1][c:2]1[c:3]([F:22])[cH:4][c:5]2[c:6]([n:7][c:8]3[n:9]([NH:19][CH3:20])[cH:10][c:11]([C:16](=[O:17])[OH:18])[c:12](=[O:15])[c:13]3[cH:14]2)[cH:21]1.[cH:29]1[cH:30][cH:31][n:32][cH:33][cH:34]1>>[c:2]1([N:25]2[CH2:24][CH2:23][NH:28][CH2:27][CH2:26]2)[c:3]([F:22])[cH:4][c:5]2[c:6]([n:7][c:8]3[n:9]([NH:19][CH3:20])[cH:10][c:11]([C:16](=[O:17])[OH:18])[c:12](=[O:15])[c:13]3[cH:14]2)[cH:21]1. The reactants are C1(=CC=CC=C1)COC1=NOC(N1)=O (3-(phenylmethoxy)-1,2,4-oxadiazol-5(4H)-one), CC(CO)C (2-methyl propanol), C1(=CC=CC=C1)P(C1=CC=CC=C1)C1=CC=CC=C1 (triphenylphosphine), N(=NC(=O)OCC)C(=O)OCC (diethyl azodicarboxylate). The solvent is O1CCCC1 (tetrahydrofuran), O1CCCC1 (tetrahydrofuran). Conditions: temperature 0 celsius, time 18 hour. Product: CC(CN1C(=NOC1=O)OCC1=CC=CC=C1)C (4-(2-Methylproyl)-3-(phenylmethoxy)-1,2,4-oxadiazol-5(4H)-one). Yield: 85.2%. RXN SMILES: [C:1]1([CH2:7][O:8][C:9]2[NH:13][C:12](=[O:14])[O:11][N:10]=2)[CH:6]=[CH:5][CH:4]=[CH:3][CH:2]=1.[CH3:15][CH:16]([CH3:19])[CH2:17]O.C1(P(C2C=CC=CC=2)C2C=CC=CC=2)C=CC=CC=1.N(C(OCC)=O)=NC(OCC)=O>O1CCCC1>[CH3:15][CH:16]([CH3:19])[CH2:17][N:13]1[C:12](=[O:14])[O:11][N:10]=[C:9]1[O:8][CH2:7][C:1]1[CH:2]=[CH:3][CH:4]=[CH:5][CH:6]=1. Reported procedure: A 50 mL round bottom flask equipped with a thermometer, a stirrer, addition funnel and nitrogen inlet was charged with 3-(phenylmethoxy)-1,2,4-oxadiazol-5(4H)-one (1 g, 5.2 mmol), 2-methyl propanol (0.45 g, 6 mmol), triphenylphosphine (1.57 g, 6 mmol) and tetrahydrofuran (5 mL). The mixture was cooled to 0° C. and a solution of diethyl azodicarboxylate (1.04 g, 6 mmol) in tetrahydrofuran (2 mL) was added dropwise over a period of 10 min. The reaction mixture was allowed to warm to room temperatu... Reactants: CC1=CC=C(N=N1)N1CCC(CC1)CCO (1-(6-methyl-3-pyridazinyl) -4-piperidineethanol), S(=O)(Cl)Cl (thionyl chloride). Run in ClCCl (dichloromethane), ClCCl (dichloromethane). Run at time 8 hour. Yields the product ClCCC1CCN(CC1)C=1N=NC(=CC1)C (3-[4-(2-chloroethyl)-1-piperidinyl]-6-methylpyridazine). Yield: 100.0%. Reaction SMILES: S(Cl)([Cl:3])=O.[CH3:5][C:6]1[N:11]=[N:10][C:9]([N:12]2[CH2:17][CH2:16][CH:15]([CH2:18][CH2:19]O)[CH2:14][CH2:13]2)=[CH:8][CH:7]=1>ClCCl>[Cl:3][CH2:19][CH2:18][CH:15]1[CH2:16][CH2:17][N:12]([C:9]2[N:10]=[N:11][C:6]([CH3:5])=[CH:7][CH:8]=2)[CH2:13][CH2:14]1. Procedure details: To a stirred and cooled (ice bath) solution of 7.1 parts of thionyl chloride in 65 parts of dichloromethane was added dropwise a solution of 6.6 parts of 1-(6-methyl-3-pyridazinyl) -4-piperidineethanol in 195 parts of dichloromethane. Upon complete addition, stirring was continued overnight at room temperature. The reaction mixture was washed with alkaline water. The separated organic layer was dried, filtered and evaporated, yielding 7.2 parts (100%) of 3-[4-(2-chloroethyl)-1-piperidinyl]-6-met... The reactants are C1(=CC=CC=C1)C1=CC=C(C=C1)O (p-phenylphenol), ClC1=CC=C(C=C1)C (p-chlorotoluene), C([O-])([O-])=O.[K+].[K+] (potassium carbonate), CN1C(N(CC1)C)=O (1,3-dimethyl-2-imidazolidinone), ClC1=CC=C(C=C1)C (p-chlorotoluene), CN1C(N(CC1)C)=O (1,3-dimethyl-2-imidazolidinone). The solvent is C1(=CC=CC=C1)C (Toluene). Reaction conditions: time 5 hour. The product is C1(=CC=C(C=C1)OC1=CC=C(C=C1)C1=CC=CC=C1)C (4-biphenylyl p-tolyl ether). Isolated yield 95.0%. RXN SMILES: [C:1]1([C:7]2[CH:12]=[CH:11][C:10]([OH:13])=[CH:9][CH:8]=2)[CH:6]=[CH:5][CH:4]=[CH:3][CH:2]=1.Cl[C:15]1[CH:20]=[CH:19][C:18]([CH3:21])=[CH:17][CH:16]=1.C(=O)([O-])[O-].[K+].[K+].CN1CCN(C)C1=O>C1(C)C=CC=CC=1>[C:18]1([CH3:21])[CH:19]=[CH:20][C:15]([O:13][C:10]2[CH:9]=[CH:8][C:7]([C:1]3[CH:2]=[CH:3][CH:4]=[CH:5][CH:6]=3)=[CH:12][CH:11]=2)=[CH:16][CH:17]=1 |f:2.3.4|. Procedure: A four-necked flask equipped with a thermometer, a stirrer, and a reflux condenser with a water trap was charged with 554.7 g of p-phenylphenol, 607.7 g of p-chlorotoluene, 265.4 g of potassium carbonate, 8.0 g of 8-hydroxyquinoline-copper complex and 82 g of 1,3-dimethyl-2-imidazolidinone. The mixture was stirred at 140° to 180° C. under nitrogen for 5 hours while the temperature was raised gradually. The material which was collected in the trap was removed from time to time. After 15 hours of ... The reactants are Clc1ccnc2[nH]ccc12, Nc1ccc(O)cc1F, [K+], [OH-], O. The product is Nc1ccc(Oc2ccnc3[nH]ccc23)cc1F. Reaction SMILES: [Cl:1][c:2]1[c:3]2[c:4]([n:5][cH:6][cH:7]1)[nH:8][cH:9][cH:10]2.[F:11][c:12]1[c:13]([NH2:14])[cH:15][cH:16][c:17]([OH:19])[cH:18]1.[K+:21].[OH-:20].[OH2:22]>>[c:2]1([O:19][c:17]2[cH:16][cH:15][c:13]([NH2:14])[c:12]([F:11])[cH:18]2)[c:3]2[c:4]([n:5][cH:6][cH:7]1)[nH:8][cH:9][cH:10]2.